Dataset: the Open Reaction Database (ORD), a public repository of structured organic reaction records. Task: describe an organic reaction: reactants, conditions, products, and yield The reactants are CC1(OCCO1)C=1N=C(SC1)CN1N=CC(=N1)N (2-[4-(2-methyl-[1,3]dioxolan-2-yl)-thiazol-2-ylmethyl]-2H-[1,2,3]triazol-4-ylamine), ClC=1C=C(C=CC1)C1=C(N=C(O1)C)C(=O)O (5-(3-chloro-phenyl)-2-methyl-oxazole-4-carboxylic acid). Yields the product C(C)(=O)C=1N=C(SC1)CN1N=CC(=N1)NC(=O)C=1N=C(OC1C1=CC(=CC=C1)Cl)C (5-(3-Chloro-phenyl)-2-methyl-oxazole-4-carboxylic acid [2-(4-acetyl-thiazol-2-ylmethyl)-2H-[1,2,3]triazol-4-yl]-amide). Reaction SMILES: [CH3:1][C:2]1([C:7]2[N:8]=[C:9]([CH2:12][N:13]3[N:17]=[C:16]([NH2:18])[CH:15]=[N:14]3)[S:10][CH:11]=2)[O:6]CCO1.[Cl:19][C:20]1[CH:21]=[C:22]([C:26]2[O:30][C:29]([CH3:31])=[N:28][C:27]=2[C:32](O)=[O:33])[CH:23]=[CH:24][CH:25]=1>>[C:2]([C:7]1[N:8]=[C:9]([CH2:12][N:13]2[N:17]=[C:16]([NH:18][C:32]([C:27]3[N:28]=[C:29]([CH3:31])[O:30][C:26]=3[C:22]3[CH:23]=[CH:24][CH:25]=[C:20]([Cl:19])[CH:21]=3)=[O:33])[CH:15]=[N:14]2)[S:10][CH:11]=1)(=[O:6])[CH3:1]. Procedure: Following general procedure A followed by B, starting from 2-[4-(2-methyl-[1,3]dioxolan-2-yl)-thiazol-2-ylmethyl]-2H-[1,2,3]triazol-4-ylamine and 5-(3-chloro-phenyl)-2-methyl-oxazole-4-carboxylic acid. Reactants: O (Water), CC(C)(C)OC(=O)N1CC(OCC1)C(=O)O (4-{[(1,1-Dimethylethyl)oxy]carbonyl}-2-morpholinecarboxylic acid), BrCC1=CC=CC=C1 (Bromomethylbenzene), C([O-])([O-])=O.[K+].[K+] (potassium carbonate). Solvent: ClCCl (dichloromethane), CN(C=O)C (N,N-dimethylformamide). Run at temperature 20 celsius, time 15 minute. Product: N1(CC(OCC1)C(=O)OCC1=CC=CC=C1)C(=O)OC(C)(C)C (4-(1,1-Dimethylethyl) 2-(phenylmethyl) 2,4-morpholinedicarboxylate). The yield is 85.7%. Reaction SMILES: [CH3:1][C:2]([O:5][C:6]([N:8]1[CH2:13][CH2:12][O:11][CH:10]([C:14]([OH:16])=[O:15])[CH2:9]1)=[O:7])([CH3:4])[CH3:3].C(=O)([O-])[O-].[K+].[K+].Br[CH2:24][C:25]1[CH:30]=[CH:29][CH:28]=[CH:27][CH:26]=1.O>CN(C)C=O.ClCCl>[N:8]1([C:6]([O:5][C:2]([CH3:1])([CH3:3])[CH3:4])=[O:7])[CH2:13][CH2:12][O:11][CH:10]([C:14]([O:16][CH2:24][C:25]2[CH:30]=[CH:29][CH:28]=[CH:27][CH:26]=2)=[O:15])[CH2:9]1 |f:1.2.3|. Procedure: 4-{[(1,1-Dimethylethyl)oxy]carbonyl}-2-morpholinecarboxylic acid [Supplied by NeoMPS] (1 g, 4.32 mmol) was dissolved in N,N-dimethylformamide (20 ml) and potassium carbonate (0.598 g, 4.32 mmol) added. The mixture was stirred under nitrogen for 15 minutes at 20° C. Bromomethylbenzene (0.514 ml, 4.32 mmol) was added and the mixture stirred under nitrogen at room temperature for 18 hr. Water (25 ml) and dichloromethane (20 ml) were added and separated by hydrophobic fit. The aqueous phase was extr... The reactants are CCOC(C)=O, CCN(C(C)C)C(C)C, O=S(=O)(Cl)c1cccnc1Cl, CN(C)C=O, O=[N+]([O-])c1ccc(O)cc1. Product: O=[N+]([O-])c1ccc(OS(=O)(=O)c2cccnc2Cl)cc1. Reaction SMILES: [CH3:36][CH2:37][O:38][C:39](=[O:40])[CH3:41].[CH:1]([N:2]([CH2:3][CH3:4])[CH:5]([CH3:6])[CH3:7])([CH3:8])[CH3:9].[Cl:10][c:11]1[n:12][cH:13][cH:14][cH:15][c:16]1[S:17](=[O:18])(=[O:19])[Cl:20].[O:31]=[CH:32][N:33]([CH3:34])[CH3:35].[OH:21][c:22]1[cH:23][cH:24][c:25]([N+:28]([O-:29])=[O:30])[cH:26][cH:27]1>>[Cl:10][c:11]1[n:12][cH:13][cH:14][cH:15][c:16]1[S:17](=[O:18])(=[O:19])[O:21][c:22]1[cH:23][cH:24][c:25]([N+:28]([O-:29])=[O:30])[cH:26][cH:27]1. The reactants are O=C(O)CN1C(=O)CC1SCc1ccccc1, NCCCCCCc1ccc(F)cc1F, CN(C)C=O. Yields the product O=C(CN1C(=O)CC1SCc1ccccc1)NCCCCCCc1ccc(F)cc1F. Reaction SMILES: [CH2:1]([c:2]1[cH:3][cH:4][cH:5][cH:6][cH:7]1)[S:8][CH:9]1[CH2:10][C:11](=[O:17])[N:12]1[CH2:13][C:14](=[O:15])[OH:16].[F:18][c:19]1[c:20]([CH2:26][CH2:27][CH2:28][CH2:29][CH2:30][CH2:31][NH2:32])[cH:21][cH:22][c:23]([F:25])[cH:24]1.[O:33]=[CH:34][N:35]([CH3:36])[CH3:37]>>[CH2:1]([c:2]1[cH:3][cH:4][cH:5][cH:6][cH:7]1)[S:8][CH:9]1[CH2:10][C:11](=[O:17])[N:12]1[CH2:13][C:14](=[O:16])[NH:32][CH2:31][CH2:30][CH2:29][CH2:28][CH2:27][CH2:26][c:20]1[c:19]([F:18])[cH:24][c:23]([F:25])[cH:22][cH:21]1.